From a dataset of the Open Reaction Database (ORD), a public repository of structured organic reaction records. describe an organic reaction: reactants, conditions, products, and yield Reactants: CC1(CC(C2=CC=C(C=C12)OS(=O)(=O)C(F)(F)F)=O)C (trifluoro-methanesulfonic acid 3,3-dimethyl-1-oxo-indan-5-yl ester), ClC1=CC=C(C=C1)B(O)O (4-chlorophenyl boronic acid), C([O-])([O-])=O.[Na+].[Na+] (sodium carbonate). Reagents/catalysts: C=1C=CC(=CC1)[P](C=2C=CC=CC2)(C=3C=CC=CC3)[Pd]([P](C=4C=CC=CC4)(C=5C=CC=CC5)C=6C=CC=CC6)([P](C=7C=CC=CC7)(C=8C=CC=CC8)C=9C=CC=CC9)[P](C=1C=CC=CC1)(C=1C=CC=CC1)C=1C=CC=CC1 (tetrakis(triphenylphosphine)palladium). Solvent: O (water), C(OC)COC (glyme). Product: ClC1=CC=C(C=C1)C=1C=C2C(CC(C2=CC1)=O)(C)C (5-(4-chlorophenyl)-3,3-dimethylindan-1-one). Reaction SMILES: [CH3:1][C:2]1([CH3:20])[C:10]2[C:5](=[CH:6][CH:7]=[C:8](OS(C(F)(F)F)(=O)=O)[CH:9]=2)[C:4](=[O:19])[CH2:3]1.[Cl:21][C:22]1[CH:27]=[CH:26][C:25](B(O)O)=[CH:24][CH:23]=1.C(=O)([O-])[O-].[Na+].[Na+]>C(COC)OC.O.C1C=CC([P]([Pd]([P](C2C=CC=CC=2)(C2C=CC=CC=2)C2C=CC=CC=2)([P](C2C=CC=CC=2)(C2C=CC=CC=2)C2C=CC=CC=2)[P](C2C=CC=CC=2)(C2C=CC=CC=2)C2C=CC=CC=2)(C2C=CC=CC=2)C2C=CC=CC=2)=CC=1>[Cl:21][C:22]1[CH:27]=[CH:26][C:25]([C:8]2[CH:9]=[C:10]3[C:5](=[CH:6][CH:7]=2)[C:4](=[O:19])[CH2:3][C:2]3([CH3:20])[CH3:1])=[CH:24][CH:23]=1 |f:2.3.4,^1:47,49,68,87|. Procedure: To a stirred solution of trifluoro-methanesulfonic acid 3,3-dimethyl-1-oxo-indan-5-yl ester (0.25 g, 0.81 mmol) in glyme (7 mL) was added 4-chlorophenyl boronic acid (0.19 g, 1.22 mmol), a solution of sodium carbonate (0.26 g, 2.43 mmol) in water (1.5 mL), and tetrakis(triphenylphosphine)palladium (0) (0.05 g, 0.04 mmol). The resulting solution was heated to reflux for 2 hours. The mixture was cooled to room temperature, concentrated, taken up in ethyl acetate and filtered through a pad of the C... The solvent is CCOCC (ether). As a reaction SMILES: [C:1]([CH:4]1[CH2:8][CH2:7][C:6]([CH3:10])(O)[C:5]1=[CH2:11])([CH3:3])=[CH2:2].C[O:13][CH:14](OC)[CH2:15][C:16]([CH3:18])=[CH2:17].Cl.N1C=CC=CC=1>CCOCC>[CH:14]([C:15](=[C:16]([CH3:18])[CH3:17])[CH2:11][C:5]1[CH:4]([C:1]([CH3:3])=[CH2:2])[CH2:8][CH2:7][C:6]=1[CH3:10])=[O:13] |f:2.3|. Reported procedure: A mixture of 7.6 g of 3-isopropenyl-1-methyl-2-methylene-cyclopentan-1-ol and 8.1 g of 1,1-dimethoxy-3-methyl-3-butene was heated under nitrogen in an oil bath of 100° C for 15 hours in the presence of 100 mg of freshly prepared dry pyridine hydrochloride with continuous removal of the methanol formed. The mixture was then heated for 7 hours to 150° C and finally poured on to a mixture of ice and ether. The ethereal phase was washed with bicarbonate solution and water, dried with anhydrous magne... Product: C(=O)C(CC1=C(CCC1C(=C)C)C)=C(C)C (2-(2-formyl-3-methyl-2-butenyl)-3-isopropenyl-1-methyl-cyclopent-1-ene). Reaction conditions: temperature 100 celsius. Starting materials: C(=C)(C)C1C(C(CC1)(O)C)=C (3-isopropenyl-1-methyl-2-methylene-cyclopentan-1-ol), COC(CC(=C)C)OC (1,1-dimethoxy-3-methyl-3-butene), Cl.N1=CC=CC=C1 (pyridine hydrochloride). The yield is 59.6%. Reactants: F[B-](F)(F)F, C1CCOC1, CCC(CN1CC(O)C1)NC, CCN(C(C)C)C(C)C, O=C(O)c1ccc(Br)cc1, CN(C)C(On1nnc2ccccc21)=[N+](C)C. Yields the product CCC(CN1CC(O)C1)N(C)C(=O)c1ccc(Br)cc1. As a reaction SMILES: [B-:20]([F:21])([F:22])([F:23])[F:24].[CH2:53]1[O:54][CH2:55][CH2:56][CH2:57]1.[CH3:42][NH:43][CH:44]([CH2:45][N:46]1[CH2:47][CH:48]([OH:50])[CH2:49]1)[CH2:51][CH3:52].[CH:1]([N:2]([CH2:3][CH3:4])[CH:5]([CH3:6])[CH3:7])([CH3:8])[CH3:9].[OH:10][C:11](=[O:12])[c:13]1[cH:14][cH:15][c:16]([Br:17])[cH:18][cH:19]1.[n:25]1([O:26][C:27]([N:28]([CH3:29])[CH3:30])=[N+:31]([CH3:32])[CH3:33])[c:34]2[cH:35][cH:36][cH:37][cH:38][c:39]2[n:40][n:41]1>>[C:11](=[O:12])([c:13]1[cH:14][cH:15][c:16]([Br:17])[cH:18][cH:19]1)[N:43]([CH3:42])[CH:44]([CH2:45][N:46]1[CH2:47][CH:48]([OH:50])[CH2:49]1)[CH2:51][CH3:52]. As a reaction SMILES: ClC1C=CC(C([NH:10][C:11]2[O:12][C@H:13]([C:35]([F:38])([F:37])[F:36])[CH2:14][C@:15]([C:18]3[CH:23]=[C:22]([NH:24][C:25](=[O:33])[C:26]4[CH:31]=[CH:30][C:29]([Cl:32])=[CH:28][N:27]=4)[CH:21]=[CH:20][C:19]=3[F:34])([CH3:17])[N:16]=2)=O)=NC=1>N.CO>[NH2:10][C:11]1[O:12][C@H:13]([C:35]([F:36])([F:38])[F:37])[CH2:14][C@:15]([C:18]2[CH:23]=[C:22]([NH:24][C:25](=[O:33])[C:26]3[CH:31]=[CH:30][C:29]([Cl:32])=[CH:28][N:27]=3)[CH:21]=[CH:20][C:19]=2[F:34])([CH3:17])[N:16]=1 |f:1.2|. Procedure details: A solution of 5-chloro-N-((4S,6S)-4-(5-(5-chloropicolinamido)-2-fluorophenyl)-4-methyl-6-(trifluoromethyl)-5,6-dihydro-4H-1,3-oxazin-2-yl)picolinamide (4k 85.3 mg, 0.150 mmol) in 2 M NH3/MeOH (Aldrich; 4.0 mL) was heated to 50° C. for 16 h. The solution was concentrated and purified by flash chromatography on silica gel (Gradient: 20%→100% EtOAc/hexane) to give the title compound (48.2 mg, 0.112 mmol) as a white solid. MS m/z=431.0, [M+H]+. Calculated for C18H15ClF4N4O2: 430.8 Yields the product NC=1O[C@@H](C[C@@](N1)(C)C=1C=C(C=CC1F)NC(C1=NC=C(C=C1)Cl)=O)C(F)(F)F (N-(3-((4S,6S)-2-amino-4-methyl-6-(trifluoromethyl)-5,6-dihydro-4H-1,3-oxazin-4-yl)-4-fluorophenyl)-5-chloropicolinamide). The yield is 74.7%. Solvent: N.CO (NH3 MeOH). Reactants: ClC=1C=CC(=NC1)C(=O)NC=1O[C@@H](C[C@@](N1)(C)C1=C(C=CC(=C1)NC(C1=NC=C(C=C1)Cl)=O)F)C(F)(F)F (5-chloro-N-((4S,6S)-4-(5-(5-chloropicolinamido)-2-fluorophenyl)-4-methyl-6-(trifluoromethyl)-5,6-dihydro-4H-1,3-oxazin-2-yl)picolinamide). The reactants are N1CCOCC1 (Morpholine), P(=O)(O)(O)OC[C@@H]1[C@H]([C@H]([C@@H](O1)N1C(=O)NC(=O)C(=C1)I)O)O (5-Iodouridine-5′-Monophosphate), N1=C(C=CC=C1)SSC1=NC=CC=C1 (Dipyridyl disulfide), C1(=CC=CC=C1)P(C1=CC=CC=C1)C1=CC=CC=C1 (triphenylphosphine). Run in CN(C)C=O (DMF), CS(=O)C (DMSO), CS(=O)C (DMSO). Run at time 5 minute. The product is C1COCCN1P(=O)(O)OC[C@@H]2[C@H]([C@H]([C@@H](O2)N3C=C(C(=O)NC3=O)I)O)O (5-Iodouridine-5′-phosphoromorpholidate). Isolated yield 104.9%. Reaction SMILES: [P:1]([O:5][CH2:6][C@H:7]1[O:11][C@@H:10]([N:12]2[CH:19]=[C:18]([I:20])[C:16](=[O:17])[NH:15][C:13]2=[O:14])[C@H:9]([OH:21])[C@@H:8]1[OH:22])([OH:4])([OH:3])=O.[NH:23]1[CH2:28][CH2:27][O:26][CH2:25][CH2:24]1.N1C=CC=CC=1SSC1C=CC=CN=1.C1(P(C2C=CC=CC=2)C2C=CC=CC=2)C=CC=CC=1>CS(C)=O.CN(C=O)C>[CH2:24]1[N:23]([P:1]([O:5][CH2:6][C@H:7]2[O:11][C@@H:10]([N:12]3[C:13](=[O:14])[NH:15][C:16](=[O:17])[C:18]([I:20])=[CH:19]3)[C@H:9]([OH:21])[C@@H:8]2[OH:22])([OH:3])=[O:4])[CH2:28][CH2:27][O:26][CH2:25]1. Procedure: 5-Iodouridine-5′-monophosphate 1 (292 mg, 0.65 mmol) was dissolved in dry DMSO, co-evaporated (3×) with dry DMF, and finally dissolved in 0.5 mL of dry DMSO. Morpholine (400 μL, 4.6 mmol) was added and the reaction mixture was stirred at room temperature for 5 min. Dipyridyl disulfide (500 mg, 2.3 mmol) and triphenylphosphine (600 mg, 2.3 mmol) were added in 5 min intervals, and the reaction mixture was stirred for another 60 minutes at room temperature. Upon quenching of the reaction with 0.1 M...